Dataset: the Open Reaction Database (ORD), a public repository of structured organic reaction records. Task: describe an organic reaction: reactants, conditions, products, and yield The reactants are CC1(CCC(CC1)OC1=C(C=CC(=C1)F)NC=1C2=C(N=CN1)SC(=C2C)C(=O)O)C (4-[2-(4,4-dimethyl-cyclohexyloxy)-4-fluoro-phenylamino]-5-methyl-thieno[2,3-d]pyrimidine-6-carboxylic acid), CN(CCCN)C (N,N-dimethyl-propane-1,3-diamine). The product is CN(CCCNC(=O)C1=C(C2=C(N=CN=C2NC2=C(C=C(C=C2)F)OC2CCC(CC2)(C)C)S1)C)C (4-[2-(4,4-Dimethyl-cyclohexyloxy)-4-fluoro-phenylamino]-5-methyl-thieno[2,3-d]pyrimidine-6-carboxylic acid (3-dimethylamino-propyl)-amide). Reaction SMILES: [CH3:1][C:2]1([CH3:30])[CH2:7][CH2:6][CH:5]([O:8][C:9]2[CH:14]=[C:13]([F:15])[CH:12]=[CH:11][C:10]=2[NH:16][C:17]2[C:18]3[C:25]([CH3:26])=[C:24]([C:27]([OH:29])=O)[S:23][C:19]=3[N:20]=[CH:21][N:22]=2)[CH2:4][CH2:3]1.[CH3:31][N:32]([CH3:37])[CH2:33][CH2:34][CH2:35][NH2:36]>>[CH3:31][N:32]([CH3:37])[CH2:33][CH2:34][CH2:35][NH:36][C:27]([C:24]1[S:23][C:19]2[N:20]=[CH:21][N:22]=[C:17]([NH:16][C:10]3[CH:11]=[CH:12][C:13]([F:15])=[CH:14][C:9]=3[O:8][CH:5]3[CH2:6][CH2:7][C:2]([CH3:30])([CH3:1])[CH2:3][CH2:4]3)[C:18]=2[C:25]=1[CH3:26])=[O:29]. Procedure: Prepared analogously to 29.3 from 0.150 g 4-[2-(4,4-dimethyl-cyclohexyloxy)-4-fluoro-phenylamino]-5-methyl-thieno[2,3-d]pyrimidine-6-carboxylic acid (cpd. 31.2) and 0.044 ml N,N-dimethyl-propane-1,3-diamine. Reactants: NCCCCCCN (hexamethylene diamine), Cl (hydrochloric acid). The product is Cl.Cl.NCCCCCCN (hexamethylene diamine dihydrochloride). Reaction SMILES: [NH2:1][CH2:2][CH2:3][CH2:4][CH2:5][CH2:6][CH2:7][NH2:8].[ClH:9]>>[ClH:9].[ClH:9].[NH2:1][CH2:2][CH2:3][CH2:4][CH2:5][CH2:6][CH2:7][NH2:8] |f:2.3.4|. Reported procedure: In accordance with a preferred embodiment of the invention, the reaction mixture is prepared in such a manner that an aqueous, optionally aqueous-alcoholic solution of hexamethylene diamine is compounded with aqueous hydrochloric acid, forming hexamethylene diamine dihydrochloride; the aqueous solution with a pH between 5 and 6 is then brought together, if not already present, with the alcohol, the alkali dicyanamide and the catalyst. The aqueous hexamethylene diamine dihydrochloride solution ca... Reaction SMILES: [CH2:37]1[O:38][CH2:39][CH2:40][O:41][CH2:42]1.[Cl:1][c:2]1[cH:3][c:4](-[c:12]2[n:13][c:14](-[c:17]3[cH:18][c:19]4[c:20]([cH:34][cH:35]3)[CH2:21][N:22]([CH2:26][C:27](=[O:28])[O:29][C:30]([CH3:31])([CH3:32])[CH3:33])[CH2:23][CH2:24][O:25]4)[n:15][o:16]2)[cH:5][cH:6][c:7]1[O:8][CH:9]([CH3:10])[CH3:11].[ClH:36]>>[Cl:1][c:2]1[cH:3][c:4](-[c:12]2[n:13][c:14](-[c:17]3[cH:18][c:19]4[c:20]([cH:34][cH:35]3)[CH2:21][N:22]([CH2:26][C:27](=[O:28])[OH:29])[CH2:23][CH2:24][O:25]4)[n:15][o:16]2)[cH:5][cH:6][c:7]1[O:8][CH:9]([CH3:10])[CH3:11]. The reactants are C1COCCO1, CC(C)Oc1ccc(-c2nc(-c3ccc4c(c3)OCCN(CC(=O)OC(C)(C)C)C4)no2)cc1Cl, Cl. Product: CC(C)Oc1ccc(-c2nc(-c3ccc4c(c3)OCCN(CC(=O)O)C4)no2)cc1Cl. The reactants are CCO, Cl, CC(=O)Nc1cc2c(cc1[N+](=O)[O-])OCC2. The product is Nc1cc2c(cc1[N+](=O)[O-])OCC2. RXN SMILES: [CH3:17][CH2:18][OH:19].[ClH:20].[N+:1](=[O:2])([O-:3])[c:4]1[c:5]([NH:13][C:14](=[O:15])[CH3:16])[cH:6][c:7]2[c:8]([cH:12]1)[O:9][CH2:10][CH2:11]2>>[N+:1](=[O:2])([O-:3])[c:4]1[c:5]([NH2:13])[cH:6][c:7]2[c:8]([cH:12]1)[O:9][CH2:10][CH2:11]2. Solvent: O1CCCC1 (tetrahydrofuran). Reaction SMILES: [N+:1]([C:4]1[CH:5]=[CH:6][C:7]2[O:17][C:11]3([CH2:16][CH2:15][S:14][CH2:13][CH2:12]3)[CH:10]=[C:9]([C:18](O)=[O:19])[C:8]=2[CH:21]=1)([O-:3])=[O:2].[C:22](N1C=CN=C1)([N:24]1C=CN=C1)=O.CN.C(=O)([O-])[O-].[K+].[K+]>O1CCCC1>[CH3:22][NH:24][C:18]([C:9]1[C:8]2[CH:21]=[C:4]([N+:1]([O-:3])=[O:2])[CH:5]=[CH:6][C:7]=2[O:17][C:11]2([CH2:16][CH2:15][S:14][CH2:13][CH2:12]2)[CH:10]=1)=[O:19] |f:3.4.5|. Starting materials: C([O-])([O-])=O.[K+].[K+] (potassium carbonate), [N+](=O)([O-])C=1C=CC2=C(C(=CC3(CCSCC3)O2)C(=O)O)C1 (6-nitrospiro[2H-1-benzopyran-2,4'-tetrahydrothiopyran]-4-carboxylic acid), CN (methylamine), C(=O)(N1C=NC=C1)N1C=NC=C1 (1,1'-carbonyldiimidazole). Isolated yield 33.6%. The product is CNC(=O)C1=CC2(CCSCC2)OC2=C1C=C(C=C2)[N+](=O)[O-] (N-methyl-6-nitrospiro[2H-1-benzopyran-2,4'-tetrahydrothiopyran]-4-carboxamide). Procedure details: To a mixture of 80 mg of 6-nitrospiro[2H-1-benzopyran-2,4'-tetrahydrothiopyran]-4-carboxylic acid and 7 ml of tetrahydrofuran was added 80 mg of 1,1'-carbonyldiimidazole with stirring under ice-cooling and the mixture was stirred for 1 hour. 0.7 ml of 40% methylamine (methanol solution) was added therein and the mixture was stirred under ice-cooling for 1 hour and then at room temperature for 20 hours. An aqueous potassium carbonate solution was added therein and the reaction mixture was extract... Reaction conditions: time 20 hour.